This data is from the Open Reaction Database (ORD), a public repository of structured organic reaction records. The task is: describe an organic reaction: reactants, conditions, products, and yield Starting materials: CN(C=O)C (N,N-dimethylformamide), BrC=1C=NC(=NC1)Cl (5-bromo-2-chloropyrimidine), COC(=O)C=1C=C(C=CC1)B(O)O (3-(methoxycarbonyl)phenylboronic acid), C([O-])([O-])=O.[Na+].[Na+] (sodium carbonate). Reagents/catalysts: C(C)(=O)[O-].[Pd+2].C(C)(=O)[O-] (palladium acetate). Run in O (water). Conditions: temperature 110 celsius, time 3 hour. The product is ClC1=NC=C(C=N1)C=1C=C(C(=O)OC)C=CC1 (Methyl 3-(2-chloropyrimidin-5-yl)benzoate). The yield is 28.3%. RXN SMILES: CN(C)C=O.Br[C:7]1[CH:8]=[N:9][C:10]([Cl:13])=[N:11][CH:12]=1.[CH3:14][O:15][C:16]([C:18]1[CH:19]=[C:20](B(O)O)[CH:21]=[CH:22][CH:23]=1)=[O:17].C(=O)([O-])[O-].[Na+].[Na+]>C([O-])(=O)C.[Pd+2].C([O-])(=O)C.O>[Cl:13][C:10]1[N:9]=[CH:8][C:7]([C:22]2[CH:23]=[C:18]([CH:19]=[CH:20][CH:21]=2)[C:16]([O:15][CH3:14])=[O:17])=[CH:12][N:11]=1 |f:3.4.5,6.7.8|. Procedure: To 2 ml of N,N-dimethylformamide deaerated with argon for 10 minutes, 213 mg (1.10 mmol) of 5-bromo-2-chloropyrimidine, 181 mg (1.05 mmol) of 3-(methoxycarbonyl)phenylboronic acid, 315 mg (2.97 mmol) of sodium carbonate and 22.4 mg (0.100 mmol) of palladium acetate were added, and the mixture was stirred at 110° C. for 3 hours. After completion of the reaction, the reaction solution was poured into water and extracted with toluene three times. The obtained organic phases were combined, washed wi... Reactants: CCO, N#CCCCCCCCCNS(=O)(=O)c1cccc(Cl)c1, [Na+], [OH-], O. Yields the product O=C(O)CCCCCCCCNS(=O)(=O)c1cccc(Cl)c1. Reaction SMILES: [CH3:25][CH2:26][OH:27].[Cl:1][c:2]1[cH:3][c:4]([S:8](=[O:9])(=[O:10])[NH:11][CH2:12][CH2:13][CH2:14][CH2:15][CH2:16][CH2:17][CH2:18][CH2:19][C:20]#[N:21])[cH:5][cH:6][cH:7]1.[Na+:23].[OH-:22].[OH2:24]>>[Cl:1][c:2]1[cH:3][c:4]([S:8](=[O:9])(=[O:10])[NH:11][CH2:12][CH2:13][CH2:14][CH2:15][CH2:16][CH2:17][CH2:18][CH2:19][C:20](=[O:22])[OH:24])[cH:5][cH:6][cH:7]1. The reactants are CS(C)=O, BrCC1CO1, O, O=Cc1ccc(O)c2ccccc12. Product: O=Cc1ccc(OCC2CO2)c2ccccc12. Reaction SMILES: [CH3:20][S:21]([CH3:22])=[O:23].[O:14]1[CH:15]([CH2:16][Br:17])[CH2:18]1.[OH2:19].[OH:1][c:2]1[cH:3][cH:4][c:5]([CH:12]=[O:13])[c:6]2[cH:7][cH:8][cH:9][cH:10][c:11]12>>[O:1]([c:2]1[cH:3][cH:4][c:5]([CH:12]=[O:13])[c:6]2[cH:7][cH:8][cH:9][cH:10][c:11]12)[CH2:16][CH:15]1[O:14][CH2:18]1. The reactants are olefins, C=CCCCCCCCCCC (dodecene), hexenes, P(OCCCC)(OCCCC)OCCCC (tributyl phosphite), [Cl-].[Cl-].C(C)[Al+2] (ethyl aluminum dichloride), n-hexenes, C1=CC=CC=C1 (benzene), methyl-pentenes, dodecenes, 45C, hexenes, dodecenes. The reagents and catalysts are C(C)C(C(=O)[O-])CCCC.C(C)C(C(=O)[O-])CCCC.[Ni+2] (nickel bis(2-ethyl hexanoate)). Run in ClC1=CC=CC=C1 (chlorobenzene). Product: C(CCCCCCCCCCC)C1=CC=CC=C1 (dodecylbenzene). Reaction SMILES: P(OCCCC)(OCCCC)OCCCC.[Cl-].[Cl-].C([Al+2])C.[CH:22]1[CH:27]=[CH:26][CH:25]=[CH:24][CH:23]=1.[CH2:28]=[CH:29][CH2:30][CH2:31][CH2:32][CH2:33][CH2:34][CH2:35][CH2:36][CH2:37][CH2:38][CH3:39]>ClC1C=CC=CC=1.C(C(CCCC)C([O-])=O)C.C(C(CCCC)C([O-])=O)C.[Ni+2]>[CH2:39]([C:22]1[CH:27]=[CH:26][CH:25]=[CH:24][CH:23]=1)[CH2:38][CH2:37][CH2:36][CH2:35][CH2:34][CH2:33][CH2:32][CH2:31][CH2:30][CH2:29][CH3:28] |f:1.2.3,7.8.9|. Procedure details: 8.4 Grams of hexenes (containing 90% n-hexenes and 10% methyl-pentenes) was reacted with 17 mgs of nickel bis(2-ethyl hexanoate), 13 mgs of tributyl phosphite and 64 mgs of ethyl aluminum dichloride in 0.8 g of chlorobenzene. After two hours of reaction at between 35 and 45C, 57% of the hexenes were converted to products which contained 90% dodecenes. 78% of those dodecenes had linear or mono-branched structures. The unreacted starting material consisted of 86% n-hexenes and 14% methyl-pentenes,... The reactants are CC(NC(=O)OCc1ccccc1)c1nc(-c2ccccc2)c[nH]1, CO. The product is CC(N)c1nc(-c2ccccc2)c[nH]1. Reaction SMILES: [CH2:1]([O:2][C:3](=[O:4])[NH:10][CH:11]([CH3:12])[c:13]1[nH:14][cH:15][c:16](-[c:18]2[cH:19][cH:20][cH:21][cH:22][cH:23]2)[n:17]1)[c:5]1[cH:6][cH:7][cH:8][cH:9][cH:24]1.[CH3:25][OH:26]>>[NH2:10][CH:11]([CH3:12])[c:13]1[nH:14][cH:15][c:16](-[c:18]2[cH:19][cH:20][cH:21][cH:22][cH:23]2)[n:17]1. The reactants are [N+](=O)([O-])C=1C=C(C=CC1)N1N=NC=C1 (1-(3-Nitro-phenyl)-1H-[1,2,3]triazole), [H][H] (hydrogen). Reagents/catalysts: [Pd] (Palladium on charcoal). Run in CO (methanol), C1CCOC1 (THF). The product is N1(N=NC=C1)C=1C=C(C=CC1)N (3-[1,2,3]Triazol-1-yl-phenylamine). The yield is 101.6%. Reaction SMILES: [N+:1]([C:4]1[CH:5]=[C:6]([N:10]2[CH:14]=[CH:13][N:12]=[N:11]2)[CH:7]=[CH:8][CH:9]=1)([O-])=O.[H][H]>CO.C1COCC1.[Pd]>[N:10]1([C:6]2[CH:5]=[C:4]([NH2:1])[CH:9]=[CH:8][CH:7]=2)[CH:14]=[CH:13][N:12]=[N:11]1. Procedure: 1-(3-Nitro-phenyl)-1H-[1,2,3]triazole (9.66 g, 51 mmol) were dissolved in 300 ml methanol and 70 ml THF. Palladium on charcoal (10%, 500 mg) were added and the reaction mixture was stirred with a hydrogen balloon for 36 h. Palladium on charcoal was filtered off and washed with methanol. The solvent was evaporated off to yield the title compound (8.3 g, 100%) as an off-white solid, mp 71-73° C.